From a dataset of the Open Reaction Database (ORD), a public repository of structured organic reaction records. describe an organic reaction: reactants, conditions, products, and yield Reactants: O (Water), IC1=CC=C(C=C1)O (4-iodophenol), C(=O)([O-])[O-].[K+].[K+] (K2CO3), BrCC(C)Br (1,2-dibromopropane). Run in CN(C)C=O (DMF). Conditions: temperature 50 celsius, time 8 hour. Yields the product BrC(COC1=CC=C(C=C1)I)C (4-(2-Bromopropoxy)-1-iodobenzene). The yield is 41.4%. As a reaction SMILES: [I:1][C:2]1[CH:7]=[CH:6][C:5]([OH:8])=[CH:4][CH:3]=1.C([O-])([O-])=O.[K+].[K+].Br[CH2:16][CH:17]([Br:19])[CH3:18].O>CN(C=O)C>[Br:19][CH:17]([CH3:18])[CH2:16][O:8][C:5]1[CH:6]=[CH:7][C:2]([I:1])=[CH:3][CH:4]=1 |f:1.2.3|. Reported procedure: To a stirring solution of 4-iodophenol (15 g, 70 mmol) and K2CO3 (12.4 g, 90 mmol) in DMF (30 mL) was added 1,2-dibromopropane (7.8 mL, 90 mmol) over a period of 1 hr. The solution was heated at 50° C. and stirred overnight under Ar. Water (500 mL) was added and the reaction mixture was extracted with dichloromethane, dried over Na2SO4, filtered and the solvent evaporated under reduced pressure. Purified on silica gel chromatography, eluted with 10% ethyl acetate in hexanes to give the title com... The reactants are C(C)N(CCNC(=O)C1=C(NC=2\C(\CCCC12)=C\1/C(NC2=CC=C(C=C12)F)=O)C)CC ((Z)—N-[2-(diethylamino)ethyl]-2-methyl-7-(1,2-dihydro-5-fluoro-2-oxo-3H-indol-3-ylidene)-4,5,6,7-tetrahydro-1H-indol-3-carboxamide), C(C)#N (acetonitrile), P(O)(O)(O)=O (phosphoric acid). Run in ClCCl (dichloromethane). Product: P(=O)(O)(O)O.C(C)N(CCNC(=O)C1=C(NC=2\C(\CCCC12)=C\1/C(NC2=CC=C(C=C12)F)=O)C)CC ((Z)—N-[2-(diethylamino)ethyl]-2-methyl-7-(1,2-dihydro-5-fluoro-2-oxo-3H-indol-3-ylidene)-4,5,6,7-tetrahydro-1H-indol-3-carboxamide phosphate). The yield is 89.0%. As a reaction SMILES: [CH2:1]([N:3]([CH2:30][CH3:31])[CH2:4][CH2:5][NH:6][C:7]([C:9]1[C:17]2[CH2:16][CH2:15][CH2:14]/[C:13](=[C:18]3/[C:19](=[O:28])[NH:20][C:21]4[C:26]/3=[CH:25][C:24]([F:27])=[CH:23][CH:22]=4)/[C:12]=2[NH:11][C:10]=1[CH3:29])=[O:8])[CH3:2].C(#N)C.[P:35](=[O:39])([OH:38])([OH:37])[OH:36]>ClCCl>[P:35]([OH:39])([OH:38])([OH:37])=[O:36].[CH2:30]([N:3]([CH2:1][CH3:2])[CH2:4][CH2:5][NH:6][C:7]([C:9]1[C:17]2[CH2:16][CH2:15][CH2:14]/[C:13](=[C:18]3/[C:19](=[O:28])[NH:20][C:21]4[C:26]/3=[CH:25][C:24]([F:27])=[CH:23][CH:22]=4)/[C:12]=2[NH:11][C:10]=1[CH3:29])=[O:8])[CH3:31] |f:4.5|. Procedure: 4.25 g (10 mmol) (Z)—N-[2-(diethylamino)ethyl]-2-methyl-7-(1,2-dihydro-5-fluoro-2-oxo-3H-indol-3-ylidene)-4,5,6,7-tetrahydro-1H-indol-3-carboxamide was added to a mixture of 250 ml acetonitrile and 50 ml dichloromethane. The mixture was treated under ultrasonic sound to uniform dispersion. 1.18 g (12 mmol) phosphoric acid was added and the solution was heated to reflux with stirring under nitrogen atmosphere. After reaction for 1 h, the resulting solution was filtered while being hot, and the fi... Reactants: hydrochloride salt, CNC(CC(C1=CC=CC=C1)C1=CC=C2C=CN(C2=C1)C)=O (N-methyl-3-(1-methyl-1H-indol-6-yl)-3-phenyl-propionamide), N1C=CC2=CC=CC(=C12)C(CCNC)C1=CC=CC=C1 ([3-(1H-Indol-7-yl)-3-phenyl-propyl]-methyl-amine). Yields the product CNCCC(C1=CC=CC=C1)C1=CC=C2C=CN(C2=C1)C (Methyl-[3-(1-methyl-1H-indol-6-yl)-3-phenyl-propyl]-amine). Reaction SMILES: [CH3:1][NH:2][C:3](=O)[CH2:4][CH:5]([C:12]1[CH:20]=[C:19]2[C:15]([CH:16]=[CH:17][N:18]2[CH3:21])=[CH:14][CH:13]=1)[C:6]1[CH:11]=[CH:10][CH:9]=[CH:8][CH:7]=1.N1C2C(=CC=CC=2C(C2C=CC=CC=2)CCNC)C=C1>>[CH3:1][NH:2][CH2:3][CH2:4][CH:5]([C:12]1[CH:20]=[C:19]2[C:15]([CH:16]=[CH:17][N:18]2[CH3:21])=[CH:14][CH:13]=1)[C:6]1[CH:7]=[CH:8][CH:9]=[CH:10][CH:11]=1. Procedure: Methyl-[3-(1-methyl-1H-indol-6-yl)-3-phenyl-propyl]-amine CXLVI was prepared as a hydrochloride salt from N-methyl-3-(1-methyl-1H-indol-6-yl)-3-phenyl-propionamide using the procedure described above for preparation of [3-(1H-Indol-7-yl)-3-phenyl-propyl]-methyl-amine XX (Example 4). MS (M+H)=279. Reactants: ClC=1C=C(C#N)C=CC1O (3-chloro-4-hydroxy-benzonitrile), CCC(CC)O (pentan-3-ol), CC(C)OC(=O)/N=N/C(=O)OC(C)C (DIAD), C1=CC=C(C=C1)P(C2=CC=CC=C2)C3=CC=CC=C3 (PPh3). The solvent is C1CCOC1 (THF), C1CCOC1 (THF), C1CCOC1 (THF). Run at time 8 hour. The product is ClC=1C=C(C#N)C=CC1OC(CC)CC (3-chloro-4-(1-ethyl-propoxy)-benzonitrile). RXN SMILES: [CH3:1][CH2:2][CH:3](O)[CH2:4][CH3:5].[Cl:7][C:8]1[CH:9]=[C:10]([CH:13]=[CH:14][C:15]=1[OH:16])[C:11]#[N:12].C1C=CC(P(C2C=CC=CC=2)C2C=CC=CC=2)=CC=1.CC(OC(/N=N/C(OC(C)C)=O)=O)C>C1COCC1>[Cl:7][C:8]1[CH:9]=[C:10]([CH:13]=[CH:14][C:15]=1[O:16][CH:3]([CH2:4][CH3:5])[CH2:2][CH3:1])[C:11]#[N:12]. Reported procedure: Into a scintillation vial containing a solution of pentan-3-ol (22 mg, 0.25 mmol) dissolved in THF (2 mL) was added a solution of 3-chloro-4-hydroxy-benzonitrile (38 mg, 0.25 mmol) in THF (2 mL) followed by PS-PPh3 resin (357 mg, 0.5 mmol, loading 1.4 mmol/g) and a solution of DIAD (76 mg, 0.375 mmol) in THF (2 mL). The vial was capped and shaken at room temperature overnight. The reaction mixture was filtered and the resin was washed with THF (4 mL). The filtrate was concentrated to dryness to ... The reactants are CS(=O)(=O)O, Cl, OCCNCCO, O=Cc1ccc(-c2cc3ncnc(Nc4ccc5[nH]ccc5c4)c3s2)cc1. RXN SMILES: [CH3:35][S:36]([OH:37])(=[O:38])=[O:39].[ClH:40].[OH:1][CH2:2][CH2:3][NH:4][CH2:5][CH2:6][OH:7].[nH:8]1[cH:9][cH:10][c:11]2[cH:12][c:13]([NH:17][c:18]3[c:19]4[c:20]([n:21][cH:22][n:23]3)[cH:24][c:25](-[c:27]3[cH:28][cH:29][c:30]([CH:31]=[O:32])[cH:33][cH:34]3)[s:26]4)[cH:14][cH:15][c:16]12>>[OH:1][CH2:2][CH2:3][N:4]([CH2:5][CH2:6][OH:7])[CH2:31][c:30]1[cH:29][cH:28][c:27](-[c:25]2[cH:24][c:20]3[c:19]([c:18]([NH:17][c:13]4[cH:12][c:11]5[cH:10][cH:9][nH:8][c:16]5[cH:15][cH:14]4)[n:23][cH:22][n:21]3)[s:26]2)[cH:34][cH:33]1. Yields the product OCCN(CCO)Cc1ccc(-c2cc3ncnc(Nc4ccc5[nH]ccc5c4)c3s2)cc1.